From a dataset of the Open Reaction Database (ORD), a public repository of structured organic reaction records. describe an organic reaction: reactants, conditions, products, and yield Product: C1(CC1)COC1=C(C=C(C=C1)C=1OC2=C(N1)C(=CC(=C2)OC[C@H](C)NC(C)=O)F)F (N-((2S)-1-((2-(4-(cyclopropylmethoxy)-3-fluorophenyl)-4-fluoro-1,3-benzoxazol-6-yl)oxy)propan-2-yl)acetamide). RXN SMILES: [CH:1]1([CH2:4][O:5][C:6]2[CH:11]=[CH:10][C:9]([C:12]3[O:13][C:14]4[CH:20]=[C:19]([O:21][CH2:22][C@@H:23]([NH:25]C(=O)OC(C)(C)C)[CH3:24])[CH:18]=[C:17]([F:33])[C:15]=4[N:16]=3)=[CH:8][C:7]=2[F:34])[CH2:3][CH2:2]1.Cl.[C:36](OCC)(=[O:38])[CH3:37]>>[CH:1]1([CH2:4][O:5][C:6]2[CH:11]=[CH:10][C:9]([C:12]3[O:13][C:14]4[CH:20]=[C:19]([O:21][CH2:22][C@@H:23]([NH:25][C:36](=[O:38])[CH3:37])[CH3:24])[CH:18]=[C:17]([F:33])[C:15]=4[N:16]=3)=[CH:8][C:7]=2[F:34])[CH2:3][CH2:2]1 |f:1.2|. Reported procedure: To tert-butyl ((2S)-1-((2-(4-(cyclopropylmethoxy)-3-fluorophenyl)-4-fluoro-1,3-benzoxazol-6-yl)oxy)propan-2-yl)carbamate (159 mg) was added 4 M hydrogen chloride/ethyl acetate (10 mL), and the mixture was stirred at room temperature for 10 min, and concentrated. To the residue were added pyridine (10 mL) and acetic anhydride (10 mL), and the mixture was stirred at room temperature for 15 min. The reaction mixture was concentrated under reduced pressure, and the residue was dissolved in ethyl ace... Starting materials: C1(CC1)COC1=C(C=C(C=C1)C=1OC2=C(N1)C(=CC(=C2)OC[C@H](C)NC(OC(C)(C)C)=O)F)F (tert-butyl ((2S)-1-((2-(4-(cyclopropylmethoxy)-3-fluorophenyl)-4-fluoro-1,3-benzoxazol-6-yl)oxy)propan-2-yl)carbamate), Cl.C(C)(=O)OCC (hydrogen chloride ethyl acetate). Reaction conditions: time 10 minute. Starting materials: COC=1C=C2C(=C(NC2=CC1)C1=CC=C(C=C1)F)CC(=O)OC (methyl [5-methoxy-2-(4-fluorophenyl)-indol-3-yl]-acetate), C(C1=CC=CC=C1)Br (benzyl bromide). Product: COC=1C=C2C(=C(N(C2=CC1)CC1=CC=CC=C1)C1=CC=C(C=C1)F)CC(=O)OC (Methyl [5-methoxy-1-benzyl-2-(4-fluorophenyl)-indol-3-yl]-acetate). Reaction SMILES: [CH3:1][O:2][C:3]1[CH:4]=[C:5]2[C:9](=[CH:10][CH:11]=1)[NH:8][C:7]([C:12]1[CH:17]=[CH:16][C:15]([F:18])=[CH:14][CH:13]=1)=[C:6]2[CH2:19][C:20]([O:22][CH3:23])=[O:21].[CH2:24](Br)[C:25]1[CH:30]=[CH:29][CH:28]=[CH:27][CH:26]=1>>[CH3:1][O:2][C:3]1[CH:4]=[C:5]2[C:9](=[CH:10][CH:11]=1)[N:8]([CH2:24][C:25]1[CH:30]=[CH:29][CH:28]=[CH:27][CH:26]=1)[C:7]([C:12]1[CH:13]=[CH:14][C:15]([F:18])=[CH:16][CH:17]=1)=[C:6]2[CH2:19][C:20]([O:22][CH3:23])=[O:21]. Procedure: Prepare by a method similar to Example 48 using methyl [5-methoxy-2-(4-fluorophenyl)-indol-3-yl]-acetate and benzyl bromide. Reactants: CCOCC, ClCCl, CC(C)(C)OC(=O)c1ccccc1-c1ccc(Cn2c(O)nc3ccccc32)cc1, O=C(O)C(F)(F)F. Yields the product O=C(O)c1ccccc1-c1ccc(Cn2c(O)nc3ccccc32)cc1. RXN SMILES: [CH2:38]([O:39][CH2:40][CH3:41])[CH3:42].[CH2:43]([Cl:44])[Cl:45].[OH:1][c:2]1[n:3][c:4]2[c:5]([n:6]1[CH2:7][c:8]1[cH:9][cH:10][c:11](-[c:14]3[c:15]([C:20](=[O:21])[O:22][C:23]([CH3:24])([CH3:25])[CH3:26])[cH:16][cH:17][cH:18][cH:19]3)[cH:12][cH:13]1)[cH:27][cH:28][cH:29][cH:30]2.[OH:31][C:32]([C:33]([F:34])([F:35])[F:36])=[O:37]>>[OH:1][c:2]1[n:3][c:4]2[c:5]([n:6]1[CH2:7][c:8]1[cH:9][cH:10][c:11](-[c:14]3[c:15]([C:20](=[O:21])[OH:22])[cH:16][cH:17][cH:18][cH:19]3)[cH:12][cH:13]1)[cH:27][cH:28][cH:29][cH:30]2. The reactants are C=C(C)C(=O)Cl, CCCCCCCC[P+](CCO)(CCCCCCCC)CCCCCCCC, COC, CC#N, [Cl-], Oc1ccc(O)cc1. Yields the product C=C(C)C(=O)OCC[P+](CCCCCCCC)(CCCCCCCC)CCCCCCCC, [Cl-]. RXN SMILES: [C:41]([C:42](=[CH2:43])[CH3:44])(=[O:45])[Cl:46].[CH2:2]([CH2:3][CH2:4][CH2:5][CH2:6][CH2:7][CH2:8][CH3:9])[P+:10]([CH2:11][CH2:12][OH:13])([CH2:14][CH2:15][CH2:16][CH2:17][CH2:18][CH2:19][CH2:20][CH3:21])[CH2:22][CH2:23][CH2:24][CH2:25][CH2:26][CH2:27][CH2:28][CH3:29].[CH3:30][O:31][CH3:32].[CH3:47][C:48]#[N:49].[Cl-:1].[c:33]1([OH:40])[cH:34][cH:35][c:36]([OH:37])[cH:38][cH:39]1>>[CH2:2]([CH2:3][CH2:4][CH2:5][CH2:6][CH2:7][CH2:8][CH3:9])[P+:10]([CH2:11][CH2:12][O:13][C:41]([C:42](=[CH2:43])[CH3:44])=[O:45])([CH2:14][CH2:15][CH2:16][CH2:17][CH2:18][CH2:19][CH2:20][CH3:21])[CH2:22][CH2:23][CH2:24][CH2:25][CH2:26][CH2:27][CH2:28][CH3:29].[Cl-:46].